Dataset: the Open Reaction Database (ORD), a public repository of structured organic reaction records. Task: describe an organic reaction: reactants, conditions, products, and yield Reactants: CN1C(=C(C2=CC=C(C=C12)OC)SC(C)(C)C)CC(C(=O)OC)(C)C (Methyl 3-[N-methyl-3-(t-butylthio)-6-methoxyindol-2-yl]-2,2-dimethylpropanoate), C(C)S (ethanethiol), [Al+3].[Cl-].[Cl-].[Cl-] (AlCl3). The solvent is C(Cl)Cl (CH2Cl2). Run at time 2 hour. Yields the product CN1C(=CC2=CC=C(C=C12)O)CC(C(=O)OC)(C)C (Methyl 3-[N-methyl-6-hydroxyindol-2-yl]-2,2-dimethylpropanoate). As a reaction SMILES: [CH3:1][N:2]1[C:10]2[C:5](=[CH:6][CH:7]=[C:8]([O:11]C)[CH:9]=2)[C:4](SC(C)(C)C)=[C:3]1[CH2:18][C:19]([CH3:25])([CH3:24])[C:20]([O:22][CH3:23])=[O:21].C(S)C.[Al+3].[Cl-].[Cl-].[Cl-]>C(Cl)Cl>[CH3:1][N:2]1[C:10]2[C:5](=[CH:6][CH:7]=[C:8]([OH:11])[CH:9]=2)[CH:4]=[C:3]1[CH2:18][C:19]([CH3:25])([CH3:24])[C:20]([O:22][CH3:23])=[O:21] |f:2.3.4.5|. Reported procedure: To a cold solution of 940 mg of the indole ester from Step B and 1.6 mL of ethanethiol in CH2Cl2 (50 mL) was added portion-wise 4.3 g of AlCl3. After complete addition, the mixture was stirred at R.T. for 2 h. The mixture was then cooled to 0 ° C. and carefully quenched with a solution of 0.5M Na,K tartrate (200 mL) and extracted with CH2Cl2. The organic layer was dried over Na2SO4 and evaporated to dryness to give a solid which was chromatographed on flash silica gel using ethyl acetate:hexane ... The reactants are [BH3-]C#N, CC(=O)[O-], CC(C)(C#N)c1ccc2c(c1)CCC2=O, CC(C)O, [NH4+], [Na+], [Na+], [OH-]. Yields the product CC(C)(C#N)c1ccc2c(c1)CCC2N. As a reaction SMILES: [C:21](#[N:22])[BH3-:23].[CH3:17][C:18](=[O:19])[O-:20].[CH3:1][C:2]([C:3]#[N:4])([CH3:5])[c:6]1[cH:7][c:8]2[c:12]([cH:13][cH:14]1)[C:11](=[O:15])[CH2:10][CH2:9]2.[CH:27]([OH:28])([CH3:29])[CH3:30].[NH4+:16].[Na+:24].[Na+:26].[OH-:25]>>[CH3:1][C:2]([C:3]#[N:4])([CH3:5])[c:6]1[cH:7][c:8]2[c:12]([cH:13][cH:14]1)[CH:11]([NH2:22])[CH2:10][CH2:9]2. Starting materials: [N+](=O)([O-])C1=CC=C(C(C=O)=C1)O (5-nitrosalicylaldehyde), C([O-])([O-])=O.[K+].[K+] (potassium carbonate), N1=CC(=CC(=C1)C(=O)OC)C(=O)OC (dimethyl pyridine-3,5-dicarboxylate), ClCCCCCl (1,4-dichlorobutane). Solvent: C(C)O (ethanol). The product is ClCCCCOC1=C(C=O)C=C(C=C1)[N+](=O)[O-] (2-(4-chlorobutoxy)-5-nitrobenzaldehyde), C(CC(=O)C)(=O)OC (methyl acetoacetate), C(C)(=O)[O-].[NH4+] (ammonium acetate). Reaction SMILES: [N:1]1C=[C:5]([C:7]([O:9]C)=[O:8])[CH:4]=[C:3]([C:11]([O:13][CH3:14])=[O:12])C=1.[N+:15]([C:18]1[CH:25]=[C:22]([CH:23]=[O:24])[C:21]([OH:26])=[CH:20][CH:19]=1)([O-:17])=[O:16].C(=O)([O-])[O-:28].[K+].[K+].[Cl:33][CH2:34][CH2:35][CH2:36][CH2:37]Cl>C(O)C>[Cl:33][CH2:34][CH2:35][CH2:36][CH2:37][O:26][C:21]1[CH:20]=[CH:19][C:18]([N+:15]([O-:17])=[O:16])=[CH:25][C:22]=1[CH:23]=[O:24].[C:11]([O:13][CH3:14])(=[O:12])[CH2:3][C:4]([CH3:5])=[O:28].[C:7]([O-:9])(=[O:8])[CH3:5].[NH4+:1] |f:2.3.4,9.10|. Reported procedure: The dimethyl pyridine-3,5-dicarboxylate (m.p. 204°-206° C.) used as starting material was obtained by a similar process to that described in the second part of Example 3, using 5-nitrosalicylaldehyde (16.7 g.), potassium carbonate (13.8 g.), 1,4-dichlorobutane (25.4 g.) and diemthylformamide (300 ml.) as initial starting materials, and the 2-(4-chlorobutoxy)-5-nitrobenzaldehyde thus obtained (3.0 g., m.p. 51°-52° C.), methyl acetoacetate (2.7 g.), ammonium acetate (1.0 g.) and ethanol (30 ml.) a... The reactants are C1CCOC1, N#Cc1ccc(C2CCC(CCCCC3CC[SiH](Cl)CC3)CC2)cc1, C1CC[SiH2]CC1. Yields the product C=CCCC[SiH]1CCC(CCCCC2CCC(c3ccc(C#N)cc3)CC2)CC1. Reaction SMILES: [CH2:32]1[O:33][CH2:34][CH2:35][CH2:36]1.[Cl:1][SiH:2]1[CH2:3][CH2:4][CH:5]([CH2:8][CH2:9][CH2:10][CH2:11][CH:12]2[CH2:13][CH2:14][CH:15]([c:18]3[cH:19][cH:20][c:21]([C:24]#[N:25])[cH:22][cH:23]3)[CH2:16][CH2:17]2)[CH2:6][CH2:7]1.[SiH2:26]1[CH2:27][CH2:28][CH2:29][CH2:30][CH2:31]1>>[SiH:2]1([CH2:31][CH2:30][CH2:29][CH:28]=[CH2:27])[CH2:3][CH2:4][CH:5]([CH2:8][CH2:9][CH2:10][CH2:11][CH:12]2[CH2:13][CH2:14][CH:15]([c:18]3[cH:19][cH:20][c:21]([C:24]#[N:25])[cH:22][cH:23]3)[CH2:16][CH2:17]2)[CH2:6][CH2:7]1. The reactants are ClC1=NC(=C2N=CN(C2=N1)C)N1[C@H](COCC1)C ((S)-4-(2-chloro-9-methyl-9H-purin-6-yl)-3-methylmorpholine), C(C)(C)[N-]C(C)C.[Li+] (lithium diisopropylamide), ICl (iodine monochloride), ClCCl (dichloromethane). The solvent is C1CCOC1 (THF), C1CCOC1 (THF). Conditions: temperature -78 celsius. Yields the product ClC1=NC(=C2N=C(N(C2=N1)C)I)N1[C@H](COCC1)C ((S)-4-(2-chloro-8-iodo-9-methyl-9H-purin-6-yl)-3-methyl-morpholine). The yield is 40.5%. As a reaction SMILES: [Cl:1][C:2]1[N:10]=[C:9]2[C:5]([N:6]=[CH:7][N:8]2[CH3:11])=[C:4]([N:12]2[CH2:17][CH2:16][O:15][CH2:14][C@@H:13]2[CH3:18])[N:3]=1.C([N-]C(C)C)(C)C.[Li+].[I:27]Cl.ClCCl>C1COCC1>[Cl:1][C:2]1[N:10]=[C:9]2[C:5]([N:6]=[C:7]([I:27])[N:8]2[CH3:11])=[C:4]([N:12]2[CH2:17][CH2:16][O:15][CH2:14][C@@H:13]2[CH3:18])[N:3]=1 |f:1.2|. Procedure: To (S)-4-(2-chloro-9-methyl-9H-purin-6-yl)-3-methylmorpholine (750.0 mg, 2.80 mmol) in anhydrous THF (16 mL) at −78° C. under N2 was added freshly prepared lithium diisopropylamide in THF (2.0 eq). The resultant wine colored reaction was stirred at −78° C. After 1 h iodine monochloride in dichloromethane (4.2 mL, 4.2 mmol, 1.0 M, 1.5 eq.) was added and stirred at RT for 16 h. The reaction mixture was quenched with saturated aqueous sodium thiosulfate. Volatile solvent was then evaporated in vacu... Reactants: C#C (acetylene), CC(C=O)(CCCC)C (2,2-dimethyl-n-hexaldehyde), [Cl-].[NH4+] (ammonium chloride), C(C)[Mg]Br (ethyl magnesium bromide), C#C (Acetylene). Solvent: O1CCCC1 (tetrahydrofuran), C1CCOC1 (hydrofuran), O1CCCC1 (tetrahydrofuran). Conditions: time 45 minute. The product is CC(C(C#C)O)(CCCC)C (4,4-dimethyl-1-octyn-3-ol). Reaction SMILES: C#C.[CH2:3]([Mg]Br)[CH3:4].[CH3:7][C:8]([CH3:15])([CH2:11][CH2:12][CH2:13][CH3:14])[CH:9]=[O:10].[Cl-].[NH4+]>O1CCCC1>[CH3:7][C:8]([CH3:15])([CH2:11][CH2:12][CH2:13][CH3:14])[CH:9]([OH:10])[C:3]#[CH:4] |f:3.4|. Reported procedure: To a solution containing 90 parts of acetylene dissolved in 600 parts by volume of tetrahydrofuran is added, over a period of about 50 minutes at -70°, 600 parts by volume of tetrahydrofuran containing 133 parts of ethyl magnesium bromide. Acetylene gas is continuously passed through the mixture during the addition period. Following that addition, the mixture is stirred at approximately -40° for about 45 minutes. To that mixture is then added, with stirring under nitrogen over a period of about ...